This data is from the Open Reaction Database (ORD), a public repository of structured organic reaction records. The task is: describe an organic reaction: reactants, conditions, products, and yield Reactants: COC(=O)c1ccc(OCCc2c(CCCBr)n(C(c3ccccc3)c3ccccc3)c3ccc(Cl)cc23)cc1, [H-], [Na+], CN(C)C=O, NS(=O)(=O)Cc1ccccc1. Product: COC(=O)c1ccc(OCCc2c(CCCNS(=O)(=O)Cc3ccccc3)n(C(c3ccccc3)c3ccccc3)c3ccc(Cl)cc23)cc1. As a reaction SMILES: [CH3:14][O:15][C:16]([c:17]1[cH:18][cH:19][c:20]([O:23][CH2:24][CH2:25][c:26]2[c:27]([CH2:49][CH2:50][CH2:51][Br:52])[n:28]([CH:36]([c:37]3[cH:38][cH:39][cH:40][cH:41][cH:42]3)[c:43]3[cH:44][cH:45][cH:46][cH:47][cH:48]3)[c:29]3[cH:30][cH:31][c:32]([Cl:35])[cH:33][c:34]23)[cH:21][cH:22]1)=[O:53].[H-:12].[Na+:13].[O:54]=[CH:55][N:56]([CH3:57])[CH3:58].[c:1]1([CH2:7][S:8](=[O:9])(=[O:10])[NH2:11])[cH:2][cH:3][cH:4][cH:5][cH:6]1>>[c:1]1([CH2:7][S:8](=[O:9])(=[O:10])[NH:11][CH2:51][CH2:50][CH2:49][c:27]2[c:26]([CH2:25][CH2:24][O:23][c:20]3[cH:19][cH:18][c:17]([C:16]([O:15][CH3:14])=[O:53])[cH:22][cH:21]3)[c:34]3[c:29]([n:28]2[CH:36]([c:37]2[cH:38][cH:39][cH:40][cH:41][cH:42]2)[c:43]2[cH:44][cH:45][cH:46][cH:47][cH:48]2)[cH:30][cH:31][c:32]([Cl:35])[cH:33]3)[cH:2][cH:3][cH:4][cH:5][cH:6]1. Reaction SMILES: [H-].[Na+].[Br:3][C:4]1[CH:5]=[C:6]([CH:20]=[CH:21][C:22]=1[F:23])[C:7]([C:9]1[CH:18]=[C:17]([CH3:19])[C:12]2[NH:13][C:14](=[O:16])[O:15][C:11]=2[CH:10]=1)=[O:8].I[CH3:25]>CN(C=O)C>[Br:3][C:4]1[CH:5]=[C:6]([CH:20]=[CH:21][C:22]=1[F:23])[C:7]([C:9]1[CH:18]=[C:17]([CH3:19])[C:12]2[N:13]([CH3:25])[C:14](=[O:16])[O:15][C:11]=2[CH:10]=1)=[O:8] |f:0.1|. Solvent: CN(C)C=O (DMF). Procedure details: 0.175 g (4.00 mmol) sodium hydride (55%, suspension in mineral oil) were added at RT to 1.33 g (3.80 mmol) 6-(3-bromo-4-fluoro-benzoyl)-4-methyl-3H-benzoxazol-2-one in 5 mL DMF. The reaction mixture was stirred for 30 min at RT. Then 0.317 mL (5.00 mmol) iodomethane were added and the mixture was stirred for 1 h at RT. Then 0.100 mL (15.8 mmol) iodomethane were added and the mixture was stirred overnight at RT. After the addition of ice water the reaction mixture was extracted with EtOAc. The or... Starting materials: IC (iodomethane), ice water, [H-].[Na+] (sodium hydride), BrC=1C=C(C(=O)C2=CC3=C(NC(O3)=O)C(=C2)C)C=CC1F (6-(3-bromo-4-fluoro-benzoyl)-4-methyl-3H-benzoxazol-2-one), IC (iodomethane). Conditions: time 30 minute. Yields the product BrC=1C=C(C(=O)C2=CC3=C(N(C(O3)=O)C)C(=C2)C)C=CC1F (6-(3-bromo-4-fluoro-benzoyl)-3,4-dimethyl-3H-benzoxazol-2-one). The reactants are Cc1ccccc1, Nc1cnc(Oc2cnc3ccccc3c2)c(Cl)c1, O=C1CCC(=O)O1. The product is O=C(O)CCC(=O)Nc1cnc(Oc2cnc3ccccc3c2)c(Cl)c1. Reaction SMILES: [CH3:27][c:28]1[cH:29][cH:30][cH:31][cH:32][cH:33]1.[Cl:1][c:2]1[cH:3][c:4]([NH2:19])[cH:5][n:6][c:7]1[O:8][c:9]1[cH:10][n:11][c:12]2[cH:13][cH:14][cH:15][cH:16][c:17]2[cH:18]1.[O:20]=[C:21]1[CH2:22][CH2:23][C:24](=[O:25])[O:26]1>>[Cl:1][c:2]1[cH:3][c:4]([NH:19][C:24]([CH2:23][CH2:22][C:21](=[O:20])[OH:26])=[O:25])[cH:5][n:6][c:7]1[O:8][c:9]1[cH:10][n:11][c:12]2[cH:13][cH:14][cH:15][cH:16][c:17]2[cH:18]1. Starting materials: CC(C)(C)OC(=O)N1CCC(COS(C)(=O)=O)C(O)C1, CN(C)C=O, [Cl-], [N-]=[N+]=[N-], [NH4+], [Na+], O. Yields the product CC(C)(C)OC(=O)N1CCC(CN=[N+]=[N-])C(O)C1. RXN SMILES: [C:1]([CH3:2])([CH3:3])([CH3:4])[O:5][C:6](=[O:7])[N:8]1[CH2:9][CH:10]([OH:20])[CH:11]([CH2:14][O:15][S:16]([CH3:17])(=[O:18])=[O:19])[CH2:12][CH2:13]1.[CH3:28][N:29]([CH3:30])[CH:31]=[O:32].[Cl-:25].[N-:22]=[N+:23]=[N-:24].[NH4+:26].[Na+:21].[OH2:27]>>[C:1]([CH3:2])([CH3:3])([CH3:4])[O:5][C:6](=[O:7])[N:8]1[CH2:9][CH:10]([OH:20])[CH:11]([CH2:14][N:22]=[N+:23]=[N-:24])[CH2:12][CH2:13]1. Reactants: N1C[C@H](CCC1)NC=1C=C2C=NNC2=CC1 ((S)—N-(piperidin-3-yl)-1H-indazol-5-amine), CSC1=CC=C(C=O)C=C1 (4-(methylthio)-benzaldehyde). The solvent is C1CCOC1 (THF). The product is CSC1=CC=C(CN2C[C@H](CCC2)NC=2C=C3C=NNC3=CC2)C=C1 ((S)—N-(1-(4-(Methylthio)benzyl)piperidin-3-yl)-1H-indazol-5-amine). As a reaction SMILES: [NH:1]1[CH2:6][CH2:5][CH2:4][C@H:3]([NH:7][C:8]2[CH:9]=[C:10]3[C:14](=[CH:15][CH:16]=2)[NH:13][N:12]=[CH:11]3)[CH2:2]1.[CH3:17][S:18][C:19]1[CH:26]=[CH:25][C:22]([CH:23]=O)=[CH:21][CH:20]=1>C1COCC1>[CH3:17][S:18][C:19]1[CH:26]=[CH:25][C:22]([CH2:23][N:1]2[CH2:6][CH2:5][CH2:4][C@H:3]([NH:7][C:8]3[CH:9]=[C:10]4[C:14](=[CH:15][CH:16]=3)[NH:13][N:12]=[CH:11]4)[CH2:2]2)=[CH:21][CH:20]=1. Procedure details: Reaction of (S)—N-(piperidin-3-yl)-1H-indazol-5-amine and 4-(methylthio)-benzaldehyde using the method of Example 8 and using THF as the reaction solvent afforded the title compound. The reagents and catalysts are CN(C1=CC=NC=C1)C (4-dimethylaminopyridine). Isolated yield 78.5%. The product is ClCCCCC(S(=O)(=O)[O-])(F)F.C(C1=CC=CC=C1)[N+](C)(C)C (benzyltrimethylammonium 2-(3-chloropropyl)-1,1-difluoroethanesulfonate). As a reaction SMILES: [F:1][C:2]([F:9])([S:5]([O-:8])(=[O:7])=[O:6])[CH2:3]O.[CH2:10]([N+:17]([CH3:20])([CH3:19])[CH3:18])[C:11]1[CH:16]=[CH:15][CH:14]=[CH:13][CH:12]=1.FC(F)(S([O-])(=O)=O)CO.C1([S+](C2C=CC=CC=2)C2C=CC=CC=2)C=CC=CC=1.[Cl:49][CH2:50][CH2:51][CH2:52]C(Cl)=O.Cl>C(Cl)Cl.CN(C)C1C=CN=CC=1.C(N(CC)CC)C>[Cl:49][CH2:50][CH2:51][CH2:52][CH2:3][C:2]([F:9])([F:1])[S:5]([O-:8])(=[O:7])=[O:6].[CH2:10]([N+:17]([CH3:20])([CH3:19])[CH3:18])[C:11]1[CH:16]=[CH:15][CH:14]=[CH:13][CH:12]=1 |f:0.1,2.3,9.10|. Conditions: time 4 hour. The reactants are ClCCCC(=O)Cl (chlorobutyryl chloride), Cl (hydrochloric acid), FC(CO)(S(=O)(=O)[O-])F.C1(=CC=CC=C1)[S+](C1=CC=CC=C1)C1=CC=CC=C1 (triphenylsulfonium 1,1-difluoro-2-hydroxyethanesulfonate), FC(CO)(S(=O)(=O)[O-])F.C(C1=CC=CC=C1)[N+](C)(C)C (benzyltrimethylammonium 1,1-difluoro-2-hydroxyethanesulfonate). Reported procedure: In 60 g of methylene chloride were dissolved 16 g of benzyltrimethylammonium 1,1-difluoro-2-hydroxyethanesulfonate which had been prepared with reference to the synthesis of triphenylsulfonium 1,1-difluoro-2-hydroxyethanesulfonate described in JP-A 2009-258695 (U.S. Pat. No. 8,114,570), 7.6 g of triethylamine, and 0.6 g of 4-dimethylaminopyridine. Under ice cooling, a mixture of 8.5 g chlorobutyryl chloride and 20 g methylene chloride was added dropwise to this solution, followed by 4 hours of s... The solvent is C(Cl)Cl (methylene chloride), C(C)N(CC)CC (triethylamine), C(Cl)Cl (methylene chloride).